Dataset: the Open Reaction Database (ORD), a public repository of structured organic reaction records. Task: describe an organic reaction: reactants, conditions, products, and yield Starting materials: CCO, Cl, Cl, [Na+], [OH-], CCOC(=O)C(C)(C)c1cn2nc(CCCCN3CCC(OC(c4ccccc4)c4ccccc4)CC3)ccc2n1. Yields the product [Na+], CC(C)(C(=O)[O-])c1cn2nc(CCCCN3CCC(OC(c4ccccc4)c4ccccc4)CC3)ccc2n1. Reaction SMILES: [CH3:46][CH2:47][OH:48].[ClH:1].[ClH:2].[Na+:45].[OH-:44].[c:3]1([CH:9]([O:10][CH:11]2[CH2:12][CH2:13][N:14]([CH2:17][CH2:18][CH2:19][CH2:20][c:21]3[cH:22][cH:23][c:24]4[n:25]([n:26]3)[cH:27][c:28]([C:30]([C:31](=[O:32])[O:33][CH2:34][CH3:35])([CH3:36])[CH3:37])[n:29]4)[CH2:15][CH2:16]2)[c:38]2[cH:39][cH:40][cH:41][cH:42][cH:43]2)[cH:4][cH:5][cH:6][cH:7][cH:8]1>>[Na+:45].[c:3]1([CH:9]([O:10][CH:11]2[CH2:12][CH2:13][N:14]([CH2:17][CH2:18][CH2:19][CH2:20][c:21]3[cH:22][cH:23][c:24]4[n:25]([n:26]3)[cH:27][c:28]([C:30]([C:31](=[O:32])[O-:33])([CH3:36])[CH3:37])[n:29]4)[CH2:15][CH2:16]2)[c:38]2[cH:39][cH:40][cH:41][cH:42][cH:43]2)[cH:4][cH:5][cH:6][cH:7][cH:8]1. Starting materials: C1(C=CC(C=C1)=O)=O (1,4-benzoquinone), C1=CC=CCC1 (1,3-cyclohexadiene). Run in C1=CC=CC=C1 (benzene). The product is C12C3C(C=CC(C3C(C=C1)CC2)=O)=O (Tricyclo[6.2.2.02,7]dodeca-4,9-diene-3,6-dione). Reaction SMILES: [C:1]1(=[O:8])[CH:6]=[CH:5][C:4](=[O:7])[CH:3]=[CH:2]1.[CH:9]1[CH2:14][CH2:13][CH:12]=[CH:11][CH:10]=1>C1C=CC=CC=1>[CH:11]12[CH2:12][CH2:13][CH:14]([CH:9]=[CH:10]1)[CH:5]1[CH:6]2[C:1](=[O:8])[CH:2]=[CH:3][C:4]1=[O:7]. Reported procedure: A solution of 40 g of 1,4-benzoquinone and 35 mL of 1,3-cyclohexadiene in 90 mL of benzene was stirred in a closed vessel for 3 days at rt. The reaction mixture was concentrated and the residue was crystallized in EtOH to obtain 57 g of the desired compound as mixture of stereoisomers as greenish solid.